This data is from the Open Reaction Database (ORD), a public repository of structured organic reaction records. The task is: describe an organic reaction: reactants, conditions, products, and yield Starting materials: C(=O)(O)[O-].[Na+] (NaHCO3), ClCC(=O)Cl (2-chloroacetylchloride), CNC1=C(C=CC=C1)O (2-(N-methylamino)-phenol). The solvent is O (water), CC(=O)C (acetone), C(Cl)(Cl)Cl (chloroform). Reaction conditions: time 2 hour. The product is CN1C(COC2=C1C=CC=C2)=O (4-methyl-4H-benzo[1,4]oxazin-3-one). Isolated yield 109.4%. Reaction SMILES: [CH3:1][NH:2][C:3]1[CH:8]=[CH:7][CH:6]=[CH:5][C:4]=1[OH:9].C([O-])(O)=O.[Na+].Cl[CH2:16][C:17](Cl)=[O:18]>C(Cl)(Cl)Cl.O.CC(C)=O>[CH3:1][N:2]1[C:3]2[CH:8]=[CH:7][CH:6]=[CH:5][C:4]=2[O:9][CH2:16][C:17]1=[O:18] |f:1.2|. Procedure details: 1 g of 2-(N-methylamino)-phenol were dissolved in chloroform, followed by the addition of 10 ml of sat. NaHCO3 in water. To this suspension was added slowly under vigorous stirring a solution of 1 g of 2-chloroacetylchloride in acetone. The reaction mixture was stirred for 2 hours at room temperature. The layers were separated. The organic layer was washed with water and dried over Na2SO4. After evaporating the solvent, the red oil was taken up in 30 ml DMF and 1 g of K2CO3 were added and the sl... Reactants: C(C)(C)(C)C1=CC=C(C=C1)C=1C2=CC=CC=C2C=C2C=CC=CC12 (9-(4-tert-butylphenyl)anthracene), BrBr (bromine), C(Cl)(Cl)(Cl)Cl (carbon tetrachloride). Solvent: O (water). Product: BrC=1C2=CC=CC=C2C(=C2C=CC=CC12)C1=CC=C(C=C1)C(C)(C)C (9-bromo-10-(4-tert-butylphenyl)anthracene). Isolated yield 96.5%. RXN SMILES: [C:1]([C:5]1[CH:10]=[CH:9][C:8]([C:11]2[C:12]3[C:17]([CH:18]=[C:19]4[C:24]=2[CH:23]=[CH:22][CH:21]=[CH:20]4)=[CH:16][CH:15]=[CH:14][CH:13]=3)=[CH:7][CH:6]=1)([CH3:4])([CH3:3])[CH3:2].[Br:25]Br.C(Cl)(Cl)(Cl)Cl>O>[Br:25][C:18]1[C:19]2[C:24]([C:11]([C:8]3[CH:7]=[CH:6][C:5]([C:1]([CH3:4])([CH3:2])[CH3:3])=[CH:10][CH:9]=3)=[C:12]3[C:17]=1[CH:16]=[CH:15][CH:14]=[CH:13]3)=[CH:23][CH:22]=[CH:21][CH:20]=2. Reported procedure: A mixed solution of 13.3 g of the above-mentioned 9-(4-tert-butylphenyl)anthracene, 7.52 g of bromine and 300 ml of carbon tetrachloride was heated to reflux under nitrogen atmosphere for 1 hour. After cooling the mixed solution to room temperature, 200 ml of water was injected thereto to extract 200 ml of dichloromethane therefrom. The organic layer was washed twice in 200 ml of water, dried by magnesium sulfate and thereafter concentrated by evaporation. The organic layer was washed twice in 1...